Dataset: the Open Reaction Database (ORD), a public repository of structured organic reaction records. Task: describe an organic reaction: reactants, conditions, products, and yield Procedure details: A mixture of 4-bromo-1-(tetrahydro-2H-pyran-2-yl)-1H-pyrazole (5 g, 21.6 mmol), ethyl [3-(4,4,5,5-tetramethyl-1,3,2-dioxaborolan-2-yl)phenyl]acetate (6.5 g, 22.7 mmol), sodium carbonate (7 g, 64.8 mmol) and [1,1-bis(diphenylphosphino)ferrocene]dichloropalladium(II) (0.513 g, 0.648 mmol) in dioxane (60 mL) and water (30 mL) was stirred at 80° C. for 14 hours. After allowing to cool to room temperature, ethyl acetate and water were added to the mixture, and the resultant mixture was filtered. The ... The reagents and catalysts are C1=CC=C(C=C1)P(C2=CC=CC=C2)[C]3[CH][CH][CH][CH]3.C1=CC=C(C=C1)P(C2=CC=CC=C2)[C]3[CH][CH][CH][CH]3.Cl[Pd]Cl.[Fe] ([1,1-bis(diphenylphosphino)ferrocene]dichloropalladium(II)). The solvent is O (water), O1CCOCC1 (dioxane), O (water). Conditions: temperature 80 celsius, time 14 hour. RXN SMILES: Br[C:2]1[CH:3]=[N:4][N:5]([CH:7]2[CH2:12][CH2:11][CH2:10][CH2:9][O:8]2)[CH:6]=1.CC1(C)C(C)(C)OB([C:21]2[CH:22]=[C:23]([CH2:27][C:28]([O:30][CH2:31][CH3:32])=[O:29])[CH:24]=[CH:25][CH:26]=2)O1.C(=O)([O-])[O-].[Na+].[Na+].C(OCC)(=O)C>O1CCOCC1.O.C1C=CC(P([C]2[CH][CH][CH][CH]2)C2C=CC=CC=2)=CC=1.C1C=CC(P([C]2[CH][CH][CH][CH]2)C2C=CC=CC=2)=CC=1.Cl[Pd]Cl.[Fe]>[O:8]1[CH2:9][CH2:10][CH2:11][CH2:12][CH:7]1[N:5]1[CH:6]=[C:2]([C:25]2[CH:24]=[C:23]([CH2:27][C:28]([O:30][CH2:31][CH3:32])=[O:29])[CH:22]=[CH:21][CH:26]=2)[CH:3]=[N:4]1 |f:2.3.4,8.9.10.11,^1:57,58,59,60,61,75,76,77,78,79|. Product: O1C(CCCC1)N1N=CC(=C1)C=1C=C(C=CC1)CC(=O)OCC (ethyl {3-[1-(tetrahydro-2H-pyran-2-yl)-1H-pyrazol-4-yl]phenyl}acetate). Reactants: C(C)(=O)OCC (ethyl acetate), BrC=1C=NN(C1)C1OCCCC1 (4-bromo-1-(tetrahydro-2H-pyran-2-yl)-1H-pyrazole), CC1(OB(OC1(C)C)C=1C=C(C=CC1)CC(=O)OCC)C (ethyl [3-(4,4,5,5-tetramethyl-1,3,2-dioxaborolan-2-yl)phenyl]acetate), C([O-])([O-])=O.[Na+].[Na+] (sodium carbonate). The reactants are CC(C)(C)OC(=O)N1C2CCC(C(O)C2)C1C(=O)O, CCN=C=NCCCN(C)C, CCN(C(C)C)C(C)C, Cl, NC(=O)C1CCCN1, O, On1nnc2ccccc21. The product is CC(C)(C)OC(=O)N1C2CCC(C(O)C2)C1C(=O)N1CCCC1C(N)=O. As a reaction SMILES: [C:1]([CH3:2])([CH3:3])([CH3:4])[O:5][C:6](=[O:7])[N:8]1[CH:9]2[CH2:10][CH:11]([OH:19])[CH:12]([CH:13]1[C:14](=[O:15])[OH:16])[CH2:17][CH2:18]2.[CH3:40][N:41]([CH3:42])[CH2:43][CH2:44][CH2:45][N:46]=[C:47]=[N:48][CH2:49][CH3:50].[CH:51]([N:52]([CH2:53][CH3:54])[CH:55]([CH3:56])[CH3:57])([CH3:58])[CH3:59].[ClH:39].[NH:20]1[CH:21]([C:25](=[O:26])[NH2:27])[CH2:22][CH2:23][CH2:24]1.[OH2:28].[OH:29][n:30]1[c:31]2[cH:32][cH:33][cH:34][cH:35][c:36]2[n:37][n:38]1>>[C:1]([CH3:2])([CH3:3])([CH3:4])[O:5][C:6](=[O:7])[N:8]1[CH:9]2[CH2:10][CH:11]([OH:19])[CH:12]([CH:13]1[C:14](=[O:15])[N:20]1[CH:21]([C:25](=[O:26])[NH2:27])[CH2:22][CH2:23][CH2:24]1)[CH2:17][CH2:18]2. The reactants are CO, CCCC1N=C(C)OC1C(=O)OC, Cl. The product is Cl, CCCC(N)C(O)C(=O)OC. RXN SMILES: [CH3:15][OH:16].[CH3:1][C:2]1=[N:6][CH:5]([CH2:7][CH2:8][CH3:9])[CH:4]([C:10](=[O:11])[O:12][CH3:13])[O:3]1.[ClH:14]>>[ClH:14].[OH:3][CH:4]([CH:5]([NH2:6])[CH2:7][CH2:8][CH3:9])[C:10](=[O:11])[O:12][CH3:13]. The reactants are COC1=CC=C(CN(C2=NC=C(C=N2)C=2C3=C(N=C(N2)N2CCOCC2)NCC3)CC3=CC=C(C=C3)OC)C=C1 (bis-(4-methoxy-benzyl)-[5-(2-morpholin-4-yl-6,7-dihydro-5H-pyrrolo[2,3-d]pyrimidin-4-yl)-pyrimidin-2-yl]-amine), C(C)(C)(C)OC(=O)N1CCN(CC1)C(CC1=CC(=CC=C1)Br)=O (4-[2-(3-bromo-phenyl)-acetyl]-piperazine-1-carboxylic acid tert-butyl ester). Product: C(C)(C)(C)OC(=O)N1CCN(CC1)C(CC1=CC(=CC=C1)N1CCC2=C1N=C(N=C2C=2C=NC(=NC2)N(CC2=CC=C(C=C2)OC)CC2=CC=C(C=C2)OC)N2CCOCC2)=O (4-{2-[3-(4-{2-[bis-(4-methoxy-benzyl)-amino]-pyrimidin-5-yl}-2-morpholin-4-yl-5,6-dihydro-pyrrolo[2,3-d]pyrimidin-7-yl)-phenyl]-acetyl}-piperazine-1-carboxylic acid tert-butyl ester). As a reaction SMILES: [CH3:1][O:2][C:3]1[CH:40]=[CH:39][C:6]([CH2:7][N:8]([CH2:30][C:31]2[CH:36]=[CH:35][C:34]([O:37][CH3:38])=[CH:33][CH:32]=2)[C:9]2[N:14]=[CH:13][C:12]([C:15]3[C:16]4[CH2:29][CH2:28][NH:27][C:17]=4[N:18]=[C:19]([N:21]4[CH2:26][CH2:25][O:24][CH2:23][CH2:22]4)[N:20]=3)=[CH:11][N:10]=2)=[CH:5][CH:4]=1.[C:41]([O:45][C:46]([N:48]1[CH2:53][CH2:52][N:51]([C:54](=[O:63])[CH2:55][C:56]2[CH:61]=[CH:60][CH:59]=[C:58](Br)[CH:57]=2)[CH2:50][CH2:49]1)=[O:47])([CH3:44])([CH3:43])[CH3:42]>>[C:41]([O:45][C:46]([N:48]1[CH2:53][CH2:52][N:51]([C:54](=[O:63])[CH2:55][C:56]2[CH:57]=[CH:58][CH:59]=[C:60]([N:27]3[C:17]4[N:18]=[C:19]([N:21]5[CH2:26][CH2:25][O:24][CH2:23][CH2:22]5)[N:20]=[C:15]([C:12]5[CH:11]=[N:10][C:9]([N:8]([CH2:7][C:6]6[CH:5]=[CH:4][C:3]([O:2][CH3:1])=[CH:40][CH:39]=6)[CH2:30][C:31]6[CH:32]=[CH:33][C:34]([O:37][CH3:38])=[CH:35][CH:36]=6)=[N:14][CH:13]=5)[C:16]=4[CH2:29][CH2:28]3)[CH:61]=2)[CH2:50][CH2:49]1)=[O:47])([CH3:44])([CH3:42])[CH3:43]. Procedure details: Using bis-(4-methoxy-benzyl)-[5-(2-morpholin-4-yl-6,7-dihydro-5H-pyrrolo[2,3-d]pyrimidin-4-yl)-pyrimidin-2-yl]-amine (150 mg) and 4-[2-(3-bromo-phenyl)-acetyl]-piperazine-1-carboxylic acid tert-butyl ester (128 mg) instead of 4-chloropicolinic acid t-butylamide, in the same manner as Example 1-D-07, a crude product of 4-{2-[3-(4-{2-[bis-(4-methoxy-benzyl)-amino]-pyrimidin-5-yl}-2-morpholin-4-yl-5,6-dihydro-pyrrolo[2,3-d]pyrimidin-7-yl)-phenyl]-acetyl}-piperazine-1-carboxylic acid tert-butyl este...